Dataset: the Open Reaction Database (ORD), a public repository of structured organic reaction records. Task: describe an organic reaction: reactants, conditions, products, and yield Reactants: FC1=C(C=O)C=CC(=C1)N1CCOCC1 (2-fluoro-4-(morpholin-4-yl)benzaldehyde), C[C@@H]1N(CCNC1)C(=O)OC(C)(C)C (tert-butyl (2S)-2-methylpiperazine-1-carboxylate), ClCCCl (1,2-dichloroethane), C(C)(=O)O[BH-](OC(C)=O)OC(C)=O.[Na+] (Sodium triacetoxyborohydride). The solvent is O (H2O). Conditions: time 30 minute. The product is FC1=C(C=CC(=C1)N1CCOCC1)CN1C[C@@H](N(CC1)C(=O)OC(C)(C)C)C (tert-butyl (2S)-4-[[2-fluoro-4-(morpholin-4-yl)phenyl]methyl]-2-methylpiperazine-1-carboxylate). The yield is 93.1%. As a reaction SMILES: [F:1][C:2]1[CH:9]=[C:8]([N:10]2[CH2:15][CH2:14][O:13][CH2:12][CH2:11]2)[CH:7]=[CH:6][C:3]=1[CH:4]=O.[CH3:16][C@H:17]1[CH2:22][NH:21][CH2:20][CH2:19][N:18]1[C:23]([O:25][C:26]([CH3:29])([CH3:28])[CH3:27])=[O:24].ClCCCl.C(O[BH-](OC(=O)C)OC(=O)C)(=O)C.[Na+]>O>[F:1][C:2]1[CH:9]=[C:8]([N:10]2[CH2:15][CH2:14][O:13][CH2:12][CH2:11]2)[CH:7]=[CH:6][C:3]=1[CH2:4][N:21]1[CH2:20][CH2:19][N:18]([C:23]([O:25][C:26]([CH3:29])([CH3:28])[CH3:27])=[O:24])[C@@H:17]([CH3:16])[CH2:22]1 |f:3.4|. Procedure: A 100 mL round-bottom flask was charged with 2-fluoro-4-(morpholin-4-yl)benzaldehyde (0.800 g, 3.82 mmol, 1.00 equiv), tert-butyl (2S)-2-methylpiperazine-1-carboxylate (0.840 g, 4.20 mmol, 1.10 equiv), 1,2-dichloroethane (20 mL). The mixture was stirred for 30 min at room temperature. Sodium triacetoxyborohydride (2.40 g, 11.3 mmol, 3.00 equiv) was added. The resulting solution was stirred overnight at room temperature, diluted with H2O (10 mL), extracted with dichloromethane (3×10 mL). The orga...